From a dataset of the Open Reaction Database (ORD), a public repository of structured organic reaction records. describe an organic reaction: reactants, conditions, products, and yield Starting materials: CN(C)C=O, Cc1cc(F)ccc1NC(=O)CCl, Cl, [Na+], [Na+], O=C([O-])[O-], O, C1=C(c2ccccn2)CCNC1. Product: Cc1cc(F)ccc1NC(=O)CN1CC=C(c2ccccn2)CC1. As a reaction SMILES: [CH3:34][N:35]([CH3:36])[CH:37]=[O:38].[Cl:14][CH2:15][C:16](=[O:17])[NH:18][c:19]1[c:20]([CH3:26])[cH:21][c:22]([F:25])[cH:23][cH:24]1.[ClH:1].[Na+:27].[Na+:28].[O-:29][C:30](=[O:31])[O-:32].[OH2:33].[n:2]1[c:3]([C:8]2=[CH:13][CH2:12][NH:11][CH2:10][CH2:9]2)[cH:4][cH:5][cH:6][cH:7]1>>[n:2]1[c:3]([C:8]2=[CH:13][CH2:12][N:11]([CH2:15][C:16](=[O:17])[NH:18][c:19]3[c:20]([CH3:26])[cH:21][c:22]([F:25])[cH:23][cH:24]3)[CH2:10][CH2:9]2)[cH:4][cH:5][cH:6][cH:7]1.